From a dataset of the Open Reaction Database (ORD), a public repository of structured organic reaction records. describe an organic reaction: reactants, conditions, products, and yield Starting materials: CC(C)OC(=O)OC(C)OC(=O)C1=C(CS[C@H]2N1C(=O)[C@H]2NC(=O)/C(=N\OC)/C3=CSC(=N3)N)COC (cefpodoxime proxetil), C(C)(C)OC(=O)OC(C)OC(=O)C1=C(C(S[C@H]2N1C(C2N)=O)C)OC (7-amino-3-methoxy-methyl-3-cephem-4-carboxylic acid-1-(isopropoxycarbonyloxy)ethyl-ester), CO\N=C(/C(=O)O)\C=1N=C(SC1)NC=O (Z-2-(methoxyimino)-2-(2-formylaminothiazol-4-yl)-acetic acid). The product is C(C)(C)OC(=O)OC(C)OC(=O)C1=C(CS[C@H]2N1C(C2NC(\C(=N/OC)\C=2N=C(SC2)NC=O)=O)=O)COC (7-[2-(2-formylaminothiazol-4-yl)-2-(Z)-(methoxyimino)acetamido]-3-methoxymethyl-3-cephem-4-carboxylic acid 1-(isopropoxycarbonyloxy)ethyl ester). As a reaction SMILES: [CH3:1][CH:2]([O:4][C:5]([O:7][CH:8]([O:10][C:11]([C:13]1[N:18]2[C:19]([C@@H:21]([NH:22][C:23](/[C:25](/[C:29]3[N:33]=[C:32]([NH2:34])[S:31][CH:30]=3)=[N:26]\[O:27][CH3:28])=[O:24])[C@H:17]2[S:16][CH2:15][C:14]=1[CH2:35][O:36][CH3:37])=[O:20])=[O:12])[CH3:9])=[O:6])[CH3:3].[CH:38]([O:41]C(OC(OC(C1N2C(=O)C(N)[C@H]2SC(C)C=1OC)=O)C)=O)(C)C.CO/N=C(/C1N=C(NC=O)SC=1)\C(O)=O>>[CH:2]([O:4][C:5]([O:7][CH:8]([O:10][C:11]([C:13]1[N:18]2[C:19](=[O:20])[CH:21]([NH:22][C:23](=[O:24])/[C:25](/[C:29]3[N:33]=[C:32]([NH:34][CH:38]=[O:41])[S:31][CH:30]=3)=[N:26]\[O:27][CH3:28])[C@H:17]2[S:16][CH2:15][C:14]=1[CH2:35][O:36][CH3:37])=[O:12])[CH3:9])=[O:6])([CH3:1])[CH3:3]. Reported procedure: One process in the production of cefpodoxime proxetil may be carried out via acylation of 7-amino-3-methoxy-methyl-3-cephem-4-carboxylic acid-1-(isopropoxycarbonyloxy)ethyl-ester of formula with activated Z-2-(methoxyimino)-2-(2-formylaminothiazol-4-yl)-acetic acid to obtain 7-[2-(2-formylaminothiazol-4-yl)-2-(Z)-(methoxyimino)acetamido]-3-methoxymethyl-3-cephem-4-carboxylic acid 1-(isopropoxycarbonyloxy)ethyl ester (N-formyl cefpodoxime proxetil) of formula Starting materials: [Cl-].[NH4+] (ammonium chloride), BrC1=C(C=O)C=C(C=C1)OC (2-bromo-5-methoxybenzaldehyde), Grignard reagent, BrC1=CC2=C(OCO2)C=C1 (5-Bromo-1,3-benzodioxole), Mg. Run in C1CCOC1 (THF), C1CCOC1 (THF). Run at time 1 hour. Yields the product BrC1=C(C=C(C=C1)OC)C(O)C1=CC2=C(OCO2)C=C1 ((2-bromo-5-methoxyphenyl) (1,3-benzodioxol-5-yl)methanol). Reaction SMILES: [Br:1][C:2]1[CH:9]=[CH:8][C:7]([O:10][CH3:11])=[CH:6][C:3]=1[CH:4]=[O:5].Br[C:13]1[CH:21]=[CH:20][C:16]2[O:17][CH2:18][O:19][C:15]=2[CH:14]=1.[Cl-].[NH4+]>C1COCC1>[Br:1][C:2]1[CH:9]=[CH:8][C:7]([O:10][CH3:11])=[CH:6][C:3]=1[CH:4]([C:13]1[CH:21]=[CH:20][C:16]2[O:17][CH2:18][O:19][C:15]=2[CH:14]=1)[OH:5] |f:2.3|. Reported procedure: To a THF (50 ml) solution of 2-bromo-5-methoxybenzaldehyde (10 g) was added dropwise a THF (30 ml) solution of the Grignard reagent prepared from 5-Bromo-1,3-benzodioxole (11.2 g) and Mg (1.6 g). The mixture was stirred for 1 hour at room temperature and ammonium chloride solution was added therein, then extracted with ethyl acetate. The extract was washed with water and dried with magnesium sulfate, then concentrated. The residue was purified with silica gel column (Hex/EA=3/1) to give (2-bromo...